Dataset: the Open Reaction Database (ORD), a public repository of structured organic reaction records. Task: describe an organic reaction: reactants, conditions, products, and yield Isolated yield 24.9%. The product is N1CC(C1)C=1C=CC(=NC1)NC1=CC(=CN(C1=O)C)C=1C(=C(C=CC1)N1C(C2=CC=C(C=C2C1)C(C)(C)C)=O)CO (2-(3-(5-(5-(Azetidin-3-yl)pyridin-2-ylamino)-1-methyl-6-oxo-1,6-dihydropyridin-3-yl)-2-(hydroxymethyl)phenyl)-5-tert-butylisoindolin-1-one). RXN SMILES: [C:1]([C:5]1[CH:6]=[C:7]2[C:11](=[CH:12][CH:13]=1)[C:10](=[O:14])[N:9]([C:15]1[C:16]([CH2:47][OH:48])=[C:17]([C:21]3[CH:22]=[C:23]([NH:29][C:30]4[N:35]=[CH:34][C:33]([CH:36]5[CH2:39][N:38](C(OC(C)(C)C)=O)[CH2:37]5)=[CH:32][CH:31]=4)[C:24](=[O:28])[N:25]([CH3:27])[CH:26]=3)[CH:18]=[CH:19][CH:20]=1)[CH2:8]2)([CH3:4])([CH3:3])[CH3:2].FC(F)(F)C(O)=O>C(Cl)Cl>[NH:38]1[CH2:37][CH:36]([C:33]2[CH:32]=[CH:31][C:30]([NH:29][C:23]3[C:24](=[O:28])[N:25]([CH3:27])[CH:26]=[C:21]([C:17]4[C:16]([CH2:47][OH:48])=[C:15]([N:9]5[CH2:8][C:7]6[C:11](=[CH:12][CH:13]=[C:5]([C:1]([CH3:3])([CH3:4])[CH3:2])[CH:6]=6)[C:10]5=[O:14])[CH:20]=[CH:19][CH:18]=4)[CH:22]=3)=[N:35][CH:34]=2)[CH2:39]1. Solvent: C(Cl)Cl (methylene chloride). Reactants: C(C)(C)(C)C=1C=C2CN(C(C2=CC1)=O)C=1C(=C(C=CC1)C=1C=C(C(N(C1)C)=O)NC1=CC=C(C=N1)C1CN(C1)C(=O)OC(C)(C)C)CO (tert-Butyl 3-(6-(5-(3-(5-tert-Butyl-1-oxoisoindolin-2-yl)-2-(hydroxy-methyl)phenyl)-1-methyl-2-oxo-1,2-dihydropyridin-3-ylamino)pyridin-3-yl)azetidine-1-carboxylate), FC(C(=O)O)(F)F (trifluoroacetic acid). Reported procedure: A 100-mL single-neck round-bottomed flask equipped with a magnetic stirrer was charged with 117e (495 mg, 0.761 mmol), methylene chloride (3 mL) and trifluoroacetic acid (3 mL), and the mixture was stirred at room temperature for 3 h. After this time, the reaction mixture was concentrated, and the resulting residue was partitioned between 10% aqueous potassium carbonate (10 mL) and methylene chloride (20 mL). The layers were separated, and the aqueous phase was extracted with methylene chloride ... Run at time 3 hour. Starting materials: FC1=CC=C(C=C1)N1N=CC2=CC(=CC=C12)O[C@@H]([C@H](C)N)C1=CC(=CC=C1)OC ((1R,2S)-1-{[1-(4-fluorophenyl)-1H-indazol-5-yl]oxy}-1-(3-methoxyphenyl)propan-2-amine), O[C@H](C(=O)O)C ((2S)-2-hydroxypropanoic acid). The product is FC1=CC=C(C=C1)N1N=CC2=CC(=CC=C12)O[C@@H]([C@H](C)NC([C@H](C)O)=O)C1=CC(=CC=C1)OC ((2S)-N-[(1R,2S)-1-[1-(4-fluorophenyl)indazol-5-yl]oxy-1-(3-methoxyphenyl)propan-2-yl]-2-hydroxy-propanamide). RXN SMILES: [F:1][C:2]1[CH:7]=[CH:6][C:5]([N:8]2[C:16]3[C:11](=[CH:12][C:13]([O:17][C@H:18]([C:22]4[CH:27]=[CH:26][CH:25]=[C:24]([O:28][CH3:29])[CH:23]=4)[C@@H:19]([NH2:21])[CH3:20])=[CH:14][CH:15]=3)[CH:10]=[N:9]2)=[CH:4][CH:3]=1.[OH:30][C@@H:31]([CH3:35])[C:32](O)=[O:33]>>[F:1][C:2]1[CH:3]=[CH:4][C:5]([N:8]2[C:16]3[C:11](=[CH:12][C:13]([O:17][C@H:18]([C:22]4[CH:27]=[CH:26][CH:25]=[C:24]([O:28][CH3:29])[CH:23]=4)[C@@H:19]([NH:21][C:32](=[O:33])[C@@H:31]([OH:30])[CH3:35])[CH3:20])=[CH:14][CH:15]=3)[CH:10]=[N:9]2)=[CH:6][CH:7]=1. Procedure: Prepared as described in Example 110 using (1R,2S)-1-{[1-(4-fluorophenyl)-1H-indazol-5-yl]oxy}-1-(3-methoxyphenyl)propan-2-amine (6a, 39 mg, 1000 μmol) and (2S)-2-hydroxypropanoic acid (18 mg, 20 μmol). Yield 17 mg (37%).